From a dataset of the Open Reaction Database (ORD), a public repository of structured organic reaction records. describe an organic reaction: reactants, conditions, products, and yield Reactants: NC1=C(C=C(C#N)C=C1)C (4-Amino-3-methylbenzonitrile), C(C)OC=1C(C(C1OCC)=O)=O (3,4-diethoxy-3-cyclobutene-1,2-dione), C(C)OC=1C(C(C1OCC)=O)=O (3,4-diethoxy-3-cyclobutene-1,2-dione). The solvent is C(C)(=O)OCC (ethyl acetate), C(C)#N (acetonitrile). Reaction conditions: time 48 hour. Yields the product O=C1C(=C(C1=O)NC1=C(C=C(C#N)C=C1)C)OCC (4-(3,4-Dioxo-2-ethoxy-cyclobut-1-enylamino)-3-methylbenzonitrile). Isolated yield 23.9%. Reaction SMILES: [NH2:1][C:2]1[CH:9]=[CH:8][C:5]([C:6]#[N:7])=[CH:4][C:3]=1[CH3:10].[CH2:11]([O:13][C:14]1[C:15](=O)[C:16](=[O:21])[C:17]=1[O:18]CC)[CH3:12]>C(#N)C.C(OCC)(=O)C>[O:18]=[C:17]1[C:16](=[O:21])[C:15]([NH:1][C:2]2[CH:9]=[CH:8][C:5]([C:6]#[N:7])=[CH:4][C:3]=2[CH3:10])=[C:14]1[O:13][CH2:11][CH3:12]. Procedure: 4-Amino-3-methylbenzonitrile (1.94 g, 14.7 mmol) was added to a solution of 3,4-diethoxy-3-cyclobutene-1,2-dione (2.53 g, 14.9 mmol) in acetonitrile (5 mL). After refluxing the mixture for 24 h a second portion of 3,4-diethoxy-3-cyclobutene-1,2-dione (1.15 g, 6.76 mmol) was added and heating was continued for an additional 48 h. The reaction mixture was diluted with ethyl acetate (50 mL), stirred vigorously and filtered free of undissolved solid. The filtrate was chromatographed (CH3OH/CH2Cl2) t... The reactants are Oc1cc(Br)cc(-c2ccc3nonc3c2)c1, O=C([O-])[O-], CI, CN(C)C=O, [K+], [K+], O. The product is COc1cc(Br)cc(-c2ccc3nonc3c2)c1. RXN SMILES: [Br:1][c:2]1[cH:3][c:4](-[c:9]2[cH:10][cH:11][c:12]3[c:13]([n:14][o:15][n:16]3)[cH:17]2)[cH:5][c:6]([OH:8])[cH:7]1.[C:18](=[O:19])([O-:20])[O-:21].[CH3:24][I:25].[CH3:27][N:28]([CH3:29])[CH:30]=[O:31].[K+:22].[K+:23].[OH2:26]>>[Br:1][c:2]1[cH:3][c:4](-[c:9]2[cH:10][cH:11][c:12]3[c:13]([n:14][o:15][n:16]3)[cH:17]2)[cH:5][c:6]([O:8][CH3:18])[cH:7]1. The reactants are ClC1=C(C(=C(N=N1)CC=1C=CC(=C(C#N)C1)F)C)C (5-[(6-Chloro-4,5-dimethylpyridazin-3-yl)methyl]-2-fluorobenzonitrile), CC(=O)[O-].[Na+] (NaOAc). The solvent is C(C)(=O)O (acetic acid). Yields the product CC=1C(=NNC(C1C)=O)CC=1C=CC(=C(C#N)C1)F (5-[(4,5-Dimethyl-6-oxo-1,6-dihydropyridazin-3-yl)methyl]-2-fluorobenzonitrile). Reaction SMILES: Cl[C:2]1[N:7]=[N:6][C:5]([CH2:8][C:9]2[CH:10]=[CH:11][C:12]([F:17])=[C:13]([CH:16]=2)[C:14]#[N:15])=[C:4]([CH3:18])[C:3]=1[CH3:19].CC([O-])=[O:22].[Na+]>C(O)(=O)C>[CH3:18][C:4]1[C:5]([CH2:8][C:9]2[CH:10]=[CH:11][C:12]([F:17])=[C:13]([CH:16]=2)[C:14]#[N:15])=[N:6][NH:7][C:2](=[O:22])[C:3]=1[CH3:19] |f:1.2|. Procedure: To a solution of intermediate N2 in acetic acid (0.16 M) was added NaOAc (2 eq.) and the mixture was stirred and heated to reflux for 1 h. The solution was cooled to RT and the solvent was removed under reduced pressure. The residue was suspended in water and triturated until a fine suspension was obtained. The solid material was filtered off, washed with water, dried by air stream and then under high vacuum. MS (ES) C14H12FN3O required: 257. found: 258 (M+H)+. Reactants: CC(Cl)c1cccnc1, O=C(O)CCN1C(=O)c2ccccc2S1(=O)=O. Reagents/catalysts: O=C([O-])[O-].[Cs+].[Cs+] (cesium carbonate), [I-].[K+] (potassium iodide). The solvent is CN(C)C=O (DMF), CN(C)C=O (dmf), CN(C)C=O (DMF). Reaction conditions: temperature 70 celsius, time 16 hour. Yields the product CC(OC(=O)CCN1C(=O)c2ccccc2S1(=O)=O)c1cccnc1. The reactants are C(C)(=O)O[C@H]1[C@@H](O[C@@H]([C@H]([C@@H]1OC(C)=O)OC(C)=O)COC(C)=O)OC1=NNC(=C1CC1=CC=C(C=C1)\C=C\CC(=O)O)C(C)C (3-(2,3,4,6-tetra-O-acetyl-β-D-gluco-pyranosyloxy)-4-({4-[(1E)-3-carboxyprop-1-enyl]phenyl}-methyl)-5-isopropyl-1H-pyrazole), Cl.NCC(=O)N (glycinamide hydrochloride), ON1N=NC2=C1C=CC=C2 (1-hydroxybenzotriazole), Cl.C(C)N=C=NCCCN(C)C (1-ethyl-3-(3-dimethylamino-propyl)carbodiimide hydrochloride). Run in CN(C=O)C (N,N-dimethyl-formamide), C(C)N(CC)CC (triethylamine). Run at time 8 hour. Product: C(N)(=O)N(C(=O)C/C=C/C1=CC=C(C=C1)CC=1C(=NNC1C(C)C)O[C@H]1[C@H](O)[C@@H](O)[C@H](O)[C@H](O1)CO)C (4-({4-[(1E)-3-(carbamoyl-methylcarbamoyl)prop-1-enyl]phenyl}methyl)-3-(β-D-gluco-pyranosyloxy)-5-isopropyl-1H-pyrazole). The yield is 10.7%. Reaction SMILES: C([O:4][C@@H:5]1[C@@H:10]([O:11]C(=O)C)[C@H:9]([O:15]C(=O)C)[C@@H:8]([CH2:19][O:20]C(=O)C)[O:7][C@H:6]1[O:24][C:25]1[C:29]([CH2:30][C:31]2[CH:36]=[CH:35][C:34](/[CH:37]=[CH:38]/[CH2:39][C:40]([OH:42])=O)=[CH:33][CH:32]=2)=[C:28]([CH:43]([CH3:45])[CH3:44])[NH:27][N:26]=1)(=O)C.Cl.NC[C:49]([NH2:51])=[O:50].O[N:53]1[C:57]2C=CC=CC=2N=N1.Cl.C(N=C=NCCCN(C)C)C>CN(C)C=O.C(N(CC)CC)C>[C:49]([N:53]([CH3:57])[C:40]([CH2:39]/[CH:38]=[CH:37]/[C:34]1[CH:35]=[CH:36][C:31]([CH2:30][C:29]2[C:25]([O:24][C@@H:6]3[O:7][C@H:8]([CH2:19][OH:20])[C@@H:9]([OH:15])[C@H:10]([OH:11])[C@H:5]3[OH:4])=[N:26][NH:27][C:28]=2[CH:43]([CH3:45])[CH3:44])=[CH:32][CH:33]=1)=[O:42])(=[O:50])[NH2:51] |f:1.2,4.5|. Reported procedure: To a solution of 3-(2,3,4,6-tetra-O-acetyl-β-D-gluco-pyranosyloxy)-4-({4-[(1E)-3-carboxyprop-1-enyl]phenyl}-methyl)-5-isopropyl-1H-pyrazole (0.34 g) in N,N-dimethyl-formamide (1 mL) were added glycinamide hydrochloride (0.12 g), 1-hydroxybenzotriazole (0.09 g), 1-ethyl-3-(3-dimethylamino-propyl)carbodiimide hydrochloride (0.15 g) and triethylamine (0.27 g), and the mixture was stirred at room temperature overnight. The insoluble material was removed by filtration. To the filtrate was added 5 mol...